From a dataset of the Open Reaction Database (ORD), a public repository of structured organic reaction records. describe an organic reaction: reactants, conditions, products, and yield The reactants are [Na+], [Na+], O=C([O-])[O-], O, O=C(O)C1CC(O)CN1, Cc1ccc(S(=O)(=O)Cl)cc1. The product is Cc1ccc(S(=O)(=O)N2CC(O)CC2C(=O)O)cc1. Reaction SMILES: [Na+:21].[Na+:22].[O-:23][C:24](=[O:25])[O-:26].[OH2:27].[OH:1][CH:2]1[CH2:3][CH:4]([C:7](=[O:8])[OH:9])[NH:5][CH2:6]1.[c:10]1([CH3:20])[cH:11][cH:12][c:13]([S:16](=[O:17])(=[O:18])[Cl:19])[cH:14][cH:15]1>>[OH:1][CH:2]1[CH2:3][CH:4]([C:7](=[O:8])[OH:9])[N:5]([S:16]([c:13]2[cH:12][cH:11][c:10]([CH3:20])[cH:15][cH:14]2)(=[O:17])=[O:18])[CH2:6]1. Reactants: COc1ccc2c(c1)c(CO)nn2Cc1ccccc1, ClC(Cl)Cl, O=S(Cl)Cl. Yields the product COc1ccc2c(c1)c(CCl)nn2Cc1ccccc1. RXN SMILES: [CH2:1]([c:2]1[cH:3][cH:4][cH:5][cH:6][cH:7]1)[n:8]1[n:9][c:10]([CH2:19][OH:20])[c:11]2[cH:12][c:13]([O:17][CH3:18])[cH:14][cH:15][c:16]12.[CH:25]([Cl:26])([Cl:27])[Cl:28].[S:21]([Cl:22])([Cl:23])=[O:24]>>[CH2:1]([c:2]1[cH:3][cH:4][cH:5][cH:6][cH:7]1)[n:8]1[n:9][c:10]([CH2:19][Cl:23])[c:11]2[cH:12][c:13]([O:17][CH3:18])[cH:14][cH:15][c:16]12. The reactants are CC(C)=O, Cl, COC(=O)CCCCN1CCCCC1, O. The product is Cl, O=C(O)CCCCN1CCCCC1. RXN SMILES: [CH3:17][C:18](=[O:19])[CH3:20].[ClH:15].[N:1]1([CH2:7][CH2:8][CH2:9][CH2:10][C:11](=[O:12])[O:13][CH3:14])[CH2:2][CH2:3][CH2:4][CH2:5][CH2:6]1.[OH2:16]>>[ClH:15].[N:1]1([CH2:7][CH2:8][CH2:9][CH2:10][C:11](=[O:12])[OH:13])[CH2:2][CH2:3][CH2:4][CH2:5][CH2:6]1.